From a dataset of the Open Reaction Database (ORD), a public repository of structured organic reaction records. describe an organic reaction: reactants, conditions, products, and yield Starting materials: C(C)(C)(C)OC(=O)N1C[C@@H]([C@H](CC1)C1=CC=C(C=C1)OCCCOCC1=C(C=CC=C1)OC)OCC1=CC=C2C=CC=NC2=C1 ((3R,4R)-4-[4-[3-(2-methoxy-benzyloxy)-propoxy]-phenyl]-3-(quinolin-7-yl-methoxy)-piperidine-1-carboxylic acid tert-butylester), [BH4-].[Na+] (sodium borohydride), [Cl-].[NH4+] (ammonium chloride), CCOCC (ether). Reagents/catalysts: O.O.O.O.O.O.[Ni](Cl)Cl (nickel(II) chloride hexahydrate). Run in CO (methanol). Run at temperature 0 celsius, time 1 hour. The product is C(C)(C)(C)OC(=O)N1C[C@@H]([C@H](CC1)C1=CC=C(C=C1)OCCCOCC1=C(C=CC=C1)OC)OCC1=CC=C2CCCNC2=C1 ((3R,4R)-4-[4-[3-(2-methoxy-benzyloxy)-propoxy]-phenyl]-3-(1,2,3,4-tetrahydro-quinolin-7-ylmethoxy)-piperidine-1-carboxylic acid tert-butyl ester). The yield is 77.0%. Reaction SMILES: [C:1]([O:5][C:6]([N:8]1[CH2:13][CH2:12][C@H:11]([C:14]2[CH:19]=[CH:18][C:17]([O:20][CH2:21][CH2:22][CH2:23][O:24][CH2:25][C:26]3[CH:31]=[CH:30][CH:29]=[CH:28][C:27]=3[O:32][CH3:33])=[CH:16][CH:15]=2)[C@@H:10]([O:34][CH2:35][C:36]2[CH:45]=[C:44]3[C:39]([CH:40]=[CH:41][CH:42]=[N:43]3)=[CH:38][CH:37]=2)[CH2:9]1)=[O:7])([CH3:4])([CH3:3])[CH3:2].[BH4-].[Na+].[Cl-].[NH4+].CCOCC>CO.O.O.O.O.O.O.[Ni](Cl)Cl>[C:1]([O:5][C:6]([N:8]1[CH2:13][CH2:12][C@H:11]([C:14]2[CH:15]=[CH:16][C:17]([O:20][CH2:21][CH2:22][CH2:23][O:24][CH2:25][C:26]3[CH:31]=[CH:30][CH:29]=[CH:28][C:27]=3[O:32][CH3:33])=[CH:18][CH:19]=2)[C@@H:10]([O:34][CH2:35][C:36]2[CH:45]=[C:44]3[C:39]([CH2:40][CH2:41][CH2:42][NH:43]3)=[CH:38][CH:37]=2)[CH2:9]1)=[O:7])([CH3:4])([CH3:2])[CH3:3] |f:1.2,3.4,7.8.9.10.11.12.13|. Procedure: 3.77 g (6.15 mmol) of (3R,4R)-4-[4-[3-(2-methoxy-benzyloxy)-propoxy]-phenyl]-3-(quinolin-7-yl-methoxy)-piperidine-1-carboxylic acid tert-butylester and 0.93 g (3.12 mmol) of nickel(II) chloride hexahydrate were dissolved in 50 ml of methanol. 0.93 g (24.8 mmol) of sodium borohydride was added at 0° C. in small portions over a period of 30 minutes. The resulting black suspension was then stirred for 1 hour at 0° C., and 2 hours at room temperature. The reaction mixture was slowly poured into a vi...